This data is from the Open Reaction Database (ORD), a public repository of structured organic reaction records. The task is: describe an organic reaction: reactants, conditions, products, and yield Reactants: COC(C(C)(C=1N=C(OC1C)C1=CC=C(C=C1)C(F)(F)F)C)=O (2-methyl-2-[5-methyl-2-(4-trifluoromethyl-phenyl)-oxazol-4-yl]-propionic acid methyl ester), [H-].[Al+3].[Li+].[H-].[H-].[H-] (lithium aluminum hydride). The solvent is C1CCOC1 (THF), C1CCOC1 (THF). Run at time 2 hour. The product is CC(CO)(C)C=1N=C(OC1C)C1=CC=C(C=C1)C(F)(F)F (2-Methyl-2-[5-methyl-2-(4-trifluoromethyl-phenyl)-oxazol-4-yl]-propan-1-ol). Yield: 89.8%. Reaction SMILES: C[O:2][C:3](=O)[C:4]([CH3:22])([C:6]1[N:7]=[C:8]([C:12]2[CH:17]=[CH:16][C:15]([C:18]([F:21])([F:20])[F:19])=[CH:14][CH:13]=2)[O:9][C:10]=1[CH3:11])[CH3:5].[H-].[Al+3].[Li+].[H-].[H-].[H-]>C1COCC1>[CH3:22][C:4]([C:6]1[N:7]=[C:8]([C:12]2[CH:13]=[CH:14][C:15]([C:18]([F:20])([F:21])[F:19])=[CH:16][CH:17]=2)[O:9][C:10]=1[CH3:11])([CH3:5])[CH2:3][OH:2] |f:1.2.3.4.5.6|. Procedure details: To a solution of 2-methyl-2-[5-methyl-2-(4-trifluoromethyl-phenyl)-oxazol-4-yl]-propionic acid methyl ester (2.8 g) from step B in THF (14 mL) is added a solution of lithium aluminum hydride in THF (1.0 M, 13 mL) at 0° C. After 2 hrs, the reaction is quenched by water and sodium hydroxide, filtered, concentrated. Chromatography on silica gel gave 2-Methyl-2-[5-methyl-2-(4-trifluoromethyl-phenyl)-oxazol-4-yl]-propan-1-ol (2.3 g).